This data is from the Open Reaction Database (ORD), a public repository of structured organic reaction records. The task is: describe an organic reaction: reactants, conditions, products, and yield Starting materials: OC=1C(C=C(C(C1)=O)O)=O (2,5-Dihydroxy-1,4-benzoquinone), Cl (HCl), CC(=O)C (acetone), CC1(OC2=C(O1)C=C1C(OC(O1)(C)C)=C2)C (2,2,6,6-Tetramethylbenzo[1,2-d:4,5-d']bis(1,3)dioxole). Reagents/catalysts: [Fe] (iron), [Fe] (Iron). Run in O (water). Reaction conditions: time 30 minute. Product: OC1=C(C=C(C(=C1)O)O)O (1,2,4,5-Tetrahydroxybenzene). As a reaction SMILES: [OH:1][C:2]1[C:3](=[O:10])[CH:4]=[C:5]([OH:9])[C:6](=[O:8])[CH:7]=1.Cl.CC(C)=O.CC1(C)OC2C=C3OC(C)(C)OC3=CC=2O1>O.[Fe]>[OH:1][C:2]1[CH:7]=[C:6]([OH:8])[C:5]([OH:9])=[CH:4][C:3]=1[OH:10]. Reported procedure: 2,5-Dihydroxy-1,4-benzoquinone (10.00 g, 71.43 mmol) was suspended in water (200 ml, distilled) followed by HCl (6 mL, 142-86 mmol, conc.). Iron (4.00 g, 71.43 mmol, powder) was added and the mixture was stirred 30 minutes at room temperature. The solution was filtered and the solution evaporated to dryness. The product was isolated as a grey brown powder containing some iron complexes. Yield 14.80 g. The product is used as such in the reaction with acetone and P2O5 (Example 5) with no negative ... The reactants are C, CC(=O)O, COC(=O)c1ccc(C=CC(=O)O)cc1, [Pd]. The product is COC(=O)c1ccc(CCC(=O)O)cc1. As a reaction SMILES: [C:20].[CH3:16][C:17](=[O:18])[OH:19].[CH3:1][O:2][C:3](=[O:4])[c:5]1[cH:6][cH:7][c:8]([CH:9]=[CH:10][C:11](=[O:12])[OH:13])[cH:14][cH:15]1.[Pd:21]>>[CH3:1][O:2][C:3](=[O:4])[c:5]1[cH:6][cH:7][c:8]([CH2:9][CH2:10][C:11](=[O:12])[OH:13])[cH:14][cH:15]1.